Dataset: the Open Reaction Database (ORD), a public repository of structured organic reaction records. Task: describe an organic reaction: reactants, conditions, products, and yield The reactants are O=S(=O)(NCCC=1C=CC=CC1C(F)(F)F)C. The reagents and catalysts are O=S(=O)([O-])CC=1C=NC(=CC1)C2=NC=C(C=C2)C.CCCC[N+](CCCC)(CCCC)CCCC, O1B(OC(C)(C)C1(C)C)B2OC(C)(C)C(O2)(C)C, C[OH2+].C[OH2+].C1CC=CCCC=C1.C1CC=CCCC=C1.[Ir].[Ir]. The solvent is O1CCCC1. Reaction conditions: temperature 50 celsius, time 20 hour. Product: O=S(=O)(NCCC1=CC(=CC=C1C(F)(F)F)B2OC(C)(C)C(O2)(C)C)C, O=S(=O)(NCCC1=CC=C(C=C1C(F)(F)F)B2OC(C)(C)C(O2)(C)C)C. The yield is 4.0%. Procedure details: Following general procedure F using 4b (66.8 mg, 0.25 mmol), B2pin2 (127 mg, 0.50 mmol), [Ir(COD)OMe]2 (2.5 mg, 0.00375 mmol) and 1a (3.8 mg, 0.0075 mmol) in THF (1.25 mL). Stirred in vial at 50 °C for 20 hours. Analysis of crude 1 H NMR using internal standard 1,2‐dimethoxyethane showed 22.6:1 meta:para borylation in 94% yield (4% starting material remaining). The crude product was purified by silica gel chromatography (40% EtOAc in Petroleum Ether 40‐60 o C) This gave the title compound (as a ... Run in CCOC(=O)C (EtOAc), ClC1=CC=CC=C1 (chlorobenzene). The yield is 116.4%. Conditions: time 17 hour. Reactants: CN(C1=CC2=C(S1)C=C(C(=C2)F)OC)C (2-dimethylamino-5-fluoro-6-methoxybenzo[b]thiophene), [N+](=O)([O-])C1=CC=C(C(=O)Cl)C=C1 (4-nitrobenzoyl chloride). Procedure details: A solution of 1.08 g (4.82 mmol) of 2-dimethylamino-5-fluoro-6-methoxybenzo[b]thiophene (Part B) in 15 mL of chlorobenzene was treated with 0.99 g (5.31 mmol) of 4-nitrobenzoyl chloride. The reaction was stirred at room temperature for 17 h and was diluted with 100 mL of EtOAc. The solution was washed sequentially with 2 N aqueous NaOH (2×50 mL), H2O (50 mL) and brine (50 mL), then dried over Na2SO4, and filtered. Evaporation of the solvent in vacuo afforded 2.1 g of a dark solid which was purif... As a reaction SMILES: [CH3:1][N:2]([CH3:15])[C:3]1[S:7][C:6]2[CH:8]=[C:9]([O:13][CH3:14])[C:10]([F:12])=[CH:11][C:5]=2[CH:4]=1.[N+:16]([C:19]1[CH:27]=[CH:26][C:22]([C:23](Cl)=[O:24])=[CH:21][CH:20]=1)([O-:18])=[O:17]>ClC1C=CC=CC=1.CCOC(C)=O>[N+:16]([C:19]1[CH:20]=[CH:21][C:22]([C:23]([C:4]2[C:5]3[CH:11]=[C:10]([F:12])[C:9]([O:13][CH3:14])=[CH:8][C:6]=3[S:7][C:3]=2[N:2]([CH3:15])[CH3:1])=[O:24])=[CH:26][CH:27]=1)([O-:18])=[O:17]. Yields the product [N+](=O)([O-])C1=CC=C(C=C1)C(=O)C=1C2=C(SC1N(C)C)C=C(C(=C2)F)OC (2-Dimethylamino-5-fluoro-6-methoxybenzo[b]thiophene-3-yl 4-Nitrophenyl Ketone). Starting materials: COCCN1N=C(C=C1)NC(=O)C1=NC(=CC=C1N)C (3-Amino-6-methyl-pyridine-2-carboxylic acid [1-(2-methoxy-ethyl)-1H-pyrazol-3-yl]-amide), BrC1=CC(=CC=C1)F (1-Bromo-3-fluorobenzene). Product: COCCN1N=C(C=C1)NC(=O)C1=NC(=CC=C1NC1=CC(=CC=C1)F)C (3-(3-Fluoro-phenylamino)-6-methyl-pyridine-2-carboxylic acid [1-(2-methoxy-ethyl)-1H-pyrazol-3-yl]-amide). As a reaction SMILES: [CH3:1][O:2][CH2:3][CH2:4][N:5]1[CH:9]=[CH:8][C:7]([NH:10][C:11]([C:13]2[C:18]([NH2:19])=[CH:17][CH:16]=[C:15]([CH3:20])[N:14]=2)=[O:12])=[N:6]1.Br[C:22]1[CH:27]=[CH:26][CH:25]=[C:24]([F:28])[CH:23]=1>>[CH3:1][O:2][CH2:3][CH2:4][N:5]1[CH:9]=[CH:8][C:7]([NH:10][C:11]([C:13]2[C:18]([NH:19][C:22]3[CH:27]=[CH:26][CH:25]=[C:24]([F:28])[CH:23]=3)=[CH:17][CH:16]=[C:15]([CH3:20])[N:14]=2)=[O:12])=[N:6]1. Procedure details: The title compound, was prepared from 3-Amino-6-methyl-pyridine-2-carboxylic acid [1-(2-methoxy-ethyl)-1H-pyrazol-3-yl]-amide in accordance with the general method of example, step using 1-Bromo-3-fluorobenzene instead of 3-bromopyridineto yield the final compound as a yellow oil, MS (ISP): m/e=370.3 (M+H+). Reactants: C(C)(=O)O (acetic acid), CC1COCC1 (3-methyltetrahydrofuran), ( 1 ), OCC1COCC1 (3-(hydroxymethyl)tetrahydrofuran). Solvent: O (water). Yields the product C(C)(=O)OCC1COCC1 (3-(acetoxymethyl)tetrahydrofuran). As a reaction SMILES: [CH3:1][CH:2]1[CH2:6][CH2:5][O:4][CH2:3]1.OCC1CCOC1.[C:14]([OH:17])(=[O:16])[CH3:15]>O>[C:14]([O:17][CH2:1][CH:2]1[CH2:6][CH2:5][O:4][CH2:3]1)(=[O:16])[CH3:15]. Procedure details: Process for the preparation of 3-methyltetrahydrofuran (3-MeTHF) by the steps comprising (1) contacting 3-(hydroxymethyl)tetrahydrofuran (3-HOMeTHF) with acetic acid at a temperature of about 120 to 210° C. in an esterification zone using apparatus which permits water to be removed from the esterification zone to produce 3-(acetoxymethyl)tetrahydrofuran (3-AcOMETHF); (2) heating the 3-AcOMETHF in a pyrolysis zone at a temperature in the range of about 380 to 510° C. for a about 1 to 10 seconds t... Reactants: Oc1ccc(Br)cc1, O=C([O-])[O-], ClCc1ccc(Cl)s1, [I-], [K+], [K+], [Na+], CN(C)C=O, O. Yields the product Clc1ccc(COc2ccc(Br)cc2)s1. Reaction SMILES: [Br:1][c:2]1[cH:3][cH:4][c:5]([OH:8])[cH:6][cH:7]1.[C:9](=[O:10])([O-:11])[O-:12].[Cl:17][c:18]1[s:19][c:20]([CH2:23][Cl:24])[cH:21][cH:22]1.[I-:16].[K+:13].[K+:14].[Na+:15].[O:25]=[CH:26][N:27]([CH3:28])[CH3:29].[OH2:30]>>[Br:1][c:2]1[cH:3][cH:4][c:5]([O:8][CH2:23][c:20]2[s:19][c:18]([Cl:17])[cH:22][cH:21]2)[cH:6][cH:7]1. Starting materials: C[Si](C)(C)C#N (Trimethylsilyl cyanide), FC1=C(C=O)C=CC=C1 (2-fluorobenzaldehyde), [H-].[Al+3].[Li+].[H-].[H-].[H-] (lithium aluminium hydride), [OH-].[Na+] (sodium hydroxide). The reagents and catalysts are [I-].[Zn+2].[I-] (zinc iodide). Solvent: CCOCC (ether), CCOCC (ether), O (water), O (water). Run at time 24 hour. Yields the product FC1=C(C=CC=C1)C(CN)O (2-(2-Fluorophenyl)-2-hydroxyethanamine). Reaction SMILES: C[Si]([C:5]#[N:6])(C)C.[F:7][C:8]1[CH:15]=[CH:14][CH:13]=[CH:12][C:9]=1[CH:10]=[O:11].[H-].[Al+3].[Li+].[H-].[H-].[H-].[OH-].[Na+]>CCOCC.[I-].[Zn+2].[I-].O>[F:7][C:8]1[CH:15]=[CH:14][CH:13]=[CH:12][C:9]=1[CH:10]([OH:11])[CH2:5][NH2:6] |f:2.3.4.5.6.7,8.9,11.12.13|. Procedure: Trimethylsilyl cyanide (8.5 g) was added to a stirred mixture of 2-fluorobenzaldehyde (10.6 g) and zinc iodide (500 mg) in dry ether (150 ml). The mixture was stirred at ambient temperature for 24 hours and was then added dropwise to a stirred suspension of lithium aluminium hydride (3.2 g) in dry ether (50 ml) under nitrogen. The mixture was refluxed for 2 hours, cooled and water (3.2 ml), 2 N sodium hydroxide solution (3.2 ml) and water (9.6 ml) slowly added. The precipitate was filtered off, ... Starting materials: O=C1CCC(=O)N1Br, CCCCCn1c(=O)n2nc(-c3ccccc3)nc2c2[nH]cnc21, C1CCOC1, Oc1ccccc1. Yields the product CCCCCn1c(=O)n2nc(-c3ccccc3)nc2c2[nH]c(Br)nc21. As a reaction SMILES: [Br:25][N:26]1[C:27](=[O:28])[CH2:29][CH2:30][C:31]1=[O:32].[CH2:1]([CH2:2][CH2:3][CH2:4][CH3:5])[n:6]1[c:7](=[O:24])[n:8]2[c:9]([c:10]3[nH:11][cH:12][n:13][c:14]13)[n:15][c:16](-[c:18]1[cH:19][cH:20][cH:21][cH:22][cH:23]1)[n:17]2.[CH2:40]1[O:41][CH2:42][CH2:43][CH2:44]1.[OH:33][c:34]1[cH:35][cH:36][cH:37][cH:38][cH:39]1>>[CH2:1]([CH2:2][CH2:3][CH2:4][CH3:5])[n:6]1[c:7](=[O:24])[n:8]2[c:9]([c:10]3[nH:11][c:12]([Br:25])[n:13][c:14]13)[n:15][c:16](-[c:18]1[cH:19][cH:20][cH:21][cH:22][cH:23]1)[n:17]2.